This data is from the Open Reaction Database (ORD), a public repository of structured organic reaction records. The task is: describe an organic reaction: reactants, conditions, products, and yield Reactants: [H-].[Na+] (sodium hydride), C(C(O)CC#N)#N (malonitrile), CN(C=O)C (dimethylformamide), N1(CCOCC1)C1=CC=C2C(C(=O)OC(N2)=O)=C1 (5-(morpholin-4-yl)isatoic anhydride). Conditions: time 10 hour. Reported procedure: 4 g of malonitrile is dissolved in 50 mL of dimethylformamide. To the solution, in several portions, 2.4 g of 60% oily dispersion of sodium hydride are added. To the clear solution 8 g of 5-(morpholin-4-yl)isatoic anhydride is added and the mixture is stirred at room temperature for 10 hours. The reaction mixture is diluted with 70 mL of water and extracted with 2×30 mL of ethyl acetate. The aqueous phase is evaporated in vacuum, the solid residue is dissolved in 20 mL of water, the pH is adjust... As a reaction SMILES: C(#N)C([CH2:4][C:5]#[N:6])O.[H-].[Na+].[N:10]1([C:16]2[CH:27]=[C:20]3[C:21]([O:23][C:24](=O)[NH:25][C:19]3=[CH:18][CH:17]=2)=O)[CH2:15][CH2:14][O:13][CH2:12][CH2:11]1.C[N:29](C)C=O>O>[NH2:29][C:24]1[C:4]([C:5]#[N:6])=[C:21]([OH:23])[C:20]2[C:19](=[CH:18][CH:17]=[C:16]([N:10]3[CH2:11][CH2:12][O:13][CH2:14][CH2:15]3)[CH:27]=2)[N:25]=1 |f:1.2|. Product: NC1=NC2=CC=C(C=C2C(=C1C#N)O)N1CCOCC1 (2-Amino-3-cyano-4-hydroxy-6-(morpholin-4-yl)quinoline). The solvent is O (water).